This data is from the Open Reaction Database (ORD), a public repository of structured organic reaction records. The task is: describe an organic reaction: reactants, conditions, products, and yield Starting materials: ClC1=CC=C(SC)C=C1. The reagents and catalysts are O1B(OC(C)(C)C1(C)C)B2OC(C)(C)C(O2)(C)C, FC(F)(F)C1OB(OC1)C=2C=CC=CC2C=3C=NC(=CC3)C4=NC=CC=C4, C[OH2+].C[OH2+].C1CC=CCCC=C1.C1CC=CCCC=C1.[Ir].[Ir]. Solvent: C=1C=C(C=CC1C)C. Reaction conditions: temperature 55 celsius, time 24 hour. Product: ClC1=CC=C(SC)C(=C1)B2OC(C)(C)C(O2)(C)C, ClC1=CC=C(SC)C=C1B2OC(C)(C)C(O2)(C)C. The yield is 6.0%. Procedure: Ligand 3f: A mixture of ortho- and meta-borylated products (114 mg, 80% yield, ortho/meta + para = 12); ortho-borylated product 4e was obtained by further purification by GPC (70 mg, 49% yield), white solid (mp. 80-82 oC); Starting materials: C(C)(=O)O[BH-](OC(C)=O)OC(C)=O.[Na+] (sodium triacetoxyborohydride), C(C(C)C)=O (isobutyraldehyde), Cl.NCC1CCC(CC1)C(=O)N1C2=C(NC=3N(N=CC3C1)C)C=CC=C2 ((4-Aminomethyl-cyclohexyl)-(3-methyl-4,10-dihydro-3H-2,3,4,9-tetraaza-benzo[f]azulen-9-yl)-methanone hydro-chloride). Run in CN(C)C=O (DMF), ClCCCl (1,2-dichloroethane), ClCCCl (1,2-dichloroethane), CCN(C(C)C)C(C)C (DIEA). Reaction conditions: time 1 hour. Yields the product C(C(C)C)NCC1CCC(CC1)C(=O)N1C2=C(NC=3N(N=CC3C1)C)C=CC=C2 ([4-(Isobutylamino-methyl)-cyclohexyl]-(3-methyl-4,10-dihydro-3H-2,3,4,9-tetraaza-benzo[f]azulen-9-yl)-methanone). Reaction SMILES: [CH:1](=O)[CH:2]([CH3:4])[CH3:3].Cl.[NH2:7][CH2:8][CH:9]1[CH2:14][CH2:13][CH:12]([C:15]([N:17]2[CH2:26][C:25]3[CH:24]=[N:23][N:22]([CH3:27])[C:21]=3[NH:20][C:19]3[CH:28]=[CH:29][CH:30]=[CH:31][C:18]2=3)=[O:16])[CH2:11][CH2:10]1.C(O[BH-](OC(=O)C)OC(=O)C)(=O)C.[Na+]>ClCCCl.CCN(C(C)C)C(C)C.CN(C=O)C>[CH2:1]([NH:7][CH2:8][CH:9]1[CH2:14][CH2:13][CH:12]([C:15]([N:17]2[CH2:26][C:25]3[CH:24]=[N:23][N:22]([CH3:27])[C:21]=3[NH:20][C:19]3[CH:28]=[CH:29][CH:30]=[CH:31][C:18]2=3)=[O:16])[CH2:11][CH2:10]1)[CH:2]([CH3:4])[CH3:3] |f:1.2,3.4|. Procedure details: A solution of isobutyraldehyde (0.36 mg, 0.005 mmol) in 1,2-dichloroethane (0.05 ml) was added to a solution of (4-Aminomethyl-cyclohexyl)-(3-methyl-4,10-dihydro-3H-2,3,4,9-tetraaza-benzo[f]azulen-9-yl)-methanone hydro-chloride from Example E10.2 (1.88 mg, 0.005 mmol) in 1,2-dichloroethane (0.05 ml) and DIEA (0.0026 ml). The mixture was stirred at room temperature for 1 h then a solution of sodium triacetoxyborohydride (1.59 mg, 0.0075 mmol) in DMF (0.05 ml) was added. The mixture was stirred fo... Reactants: CC(C)([O-])C.[Na+] (sodium t-butoxide), ClC1=NN(C2=CC=CC=C12)C1=CC(=NC=C1)NC(C)C1=CC=CC=C1 ([4-(3-chloro-indazol-1-yl)-pyridin-2-yl]-(1-phenyl-ethyl)-amine), C1(=CC=CC=C1)P(C1=C(C2=CC=CC=C2C=C1)C1=C(C=CC2=CC=CC=C12)P(C1=CC=CC=C1)C1=CC=CC=C1)C1=CC=CC=C1 (rac-2,2′-bis(diphenylphosphino)-1,1′-binaphthyl), [C@@H]12N(C[C@@H](NC1)C2)C(=O)OC(C)(C)C (t-butyl(1S,4S)-(−)-2,5-diazabicyclo[2.2.1]heptane-2-carboxylate). The reagents and catalysts are C(C)(=O)[O-].[Pd+2].C(C)(=O)[O-] (palladium acetate). Run in C(Cl)Cl (methylene chloride), C1(=CC=CC=C1)C (toluene). Run at temperature 90 celsius, time 20 hour. Product: crude product, C(C)(C)(C)OC(=O)N1[C@@H]2CN([C@H](C1)C2)C2=NN(C1=CC=CC=C21)C2=CC(=NC=C2)N[C@@H](C)C2=CC=CC=C2 (5-{1-[2-((S)-1-Phenyl-ethylamino)-pyridin-4-yl]-1H-indazol-3-yl}-(1S,4S)-2,5-diaza-bicyclo[2.2.1]heptane-2-carboxylic acid tert-butyl ester). RXN SMILES: Cl[C:2]1[C:10]2[C:5](=[CH:6][CH:7]=[CH:8][CH:9]=2)[N:4]([C:11]2[CH:16]=[CH:15][N:14]=[C:13]([NH:17][CH:18]([C:20]3[CH:25]=[CH:24][CH:23]=[CH:22][CH:21]=3)[CH3:19])[CH:12]=2)[N:3]=1.C1(P(C2C=CC=CC=2)C2C=CC3C(=CC=CC=3)C=2C2C3C(=CC=CC=3)C=CC=2P(C2C=CC=CC=2)C2C=CC=CC=2)C=CC=CC=1.[C@H:72]12[CH2:78][C@H:75]([NH:76][CH2:77]1)[CH2:74][N:73]2[C:79]([O:81][C:82]([CH3:85])([CH3:84])[CH3:83])=[O:80].CC(C)([O-])C.[Na+]>C1(C)C=CC=CC=1.C(Cl)Cl.C([O-])(=O)C.[Pd+2].C([O-])(=O)C>[C:82]([O:81][C:79]([N:73]1[CH2:74][C@@H:75]2[CH2:78][C@H:72]1[CH2:77][N:76]2[C:2]1[C:10]2[C:5](=[CH:6][CH:7]=[CH:8][CH:9]=2)[N:4]([C:11]2[CH:16]=[CH:15][N:14]=[C:13]([NH:17][C@H:18]([C:20]3[CH:25]=[CH:24][CH:23]=[CH:22][CH:21]=3)[CH3:19])[CH:12]=2)[N:3]=1)=[O:80])([CH3:85])([CH3:83])[CH3:84] |f:3.4,7.8.9|. Procedure details: To a solution of [4-(3-chloro-indazol-1-yl)-pyridin-2-yl]-(1-phenyl-ethyl)-amine (0.17 g, 0.48 mmol) in toluene (3 mL) under nitrogen were added palladium acetate (0.011 g, 0.05 mmol), rac-2,2′-bis(diphenylphosphino)-1,1′-binaphthyl (0.03 g, 0.05 mmol), and t-butyl(1S,4S)-(−)-2,5-diazabicyclo[2.2.1]heptane-2-carboxylate (0.14 g, 0.72 mmol), followed by sodium t-butoxide (0.13 g, 1.3 mmol). The resulting mixture was stirred at 90° C. for 20 h. After cooling to room temperature, the reaction was d... The reactants are C(C)(C)(C)OC(NC1=C(C=C(C(=C1)C(F)(F)F)C)NC(CC(C1=CC(=CC=C1)C1=CC=NC=C1)=O)=O)=O ({4-methyl-2-[3-oxo-3-(3-pyridin-4-yl-phenyl)-propionylamino]-5-trifluoromethyl-phenyl}-carbamic acid tert-butyl ester), C(=O)(C(F)(F)F)O (TFA). Reported procedure: The title compound was prepared from {4-methyl-2-[3-oxo-3-(3-pyridin-4-yl-phenyl)-propionylamino]-5-trifluoromethyl-phenyl}-carbamic acid tert-butyl ester (Example M61) (0.27 g, 0.53 mmol) by treatment with TFA in CH2Cl2 according to the general procedure N. Obtained as a light yellow solid (133 mg, 64%). The yield is 64.0%. Run in C(Cl)Cl (CH2Cl2). As a reaction SMILES: C(OC(=O)[NH:7][C:8]1[CH:13]=[C:12]([C:14]([F:17])([F:16])[F:15])[C:11]([CH3:18])=[CH:10][C:9]=1[NH:19][C:20](=[O:36])[CH2:21][C:22](=O)[C:23]1[CH:28]=[CH:27][CH:26]=[C:25]([C:29]2[CH:34]=[CH:33][N:32]=[CH:31][CH:30]=2)[CH:24]=1)(C)(C)C.C(O)(C(F)(F)F)=O>C(Cl)Cl>[CH3:18][C:11]1[C:12]([C:14]([F:16])([F:15])[F:17])=[CH:13][C:8]2[N:7]=[C:22]([C:23]3[CH:28]=[CH:27][CH:26]=[C:25]([C:29]4[CH:30]=[CH:31][N:32]=[CH:33][CH:34]=4)[CH:24]=3)[CH2:21][C:20](=[O:36])[NH:19][C:9]=2[CH:10]=1. The product is CC=1C(=CC2=C(NC(CC(=N2)C2=CC(=CC=C2)C2=CC=NC=C2)=O)C1)C(F)(F)F (8-Methyl-4-(3-pyridin-4-yl-phenyl)-7-trifluoromethyl-1,3-dihydro-benzo[b][1,4]diazepin-2-one), solid. Starting materials: ClCCl, C=C1C=CC(C(C)C)CC(O)C(=O)C2OC2C1, O=[Cr](=O)([O-])Cl, c1cc[nH+]cc1. The product is C=C1C=CC(C(C)C)CC(=O)C(=O)C2OC2C1. Reaction SMILES: [CH2:29]([Cl:30])[Cl:31].[O:12]1[CH:13]2[CH2:14][C:15](=[CH2:28])[CH:16]=[CH:17][CH:18]([CH:25]([CH3:26])[CH3:27])[CH2:19][CH:20]([OH:24])[C:21](=[O:23])[CH:22]12.[O:1]=[Cr:2]([Cl:3])([O-:4])=[O:5].[nH+:6]1[cH:7][cH:8][cH:9][cH:10][cH:11]1>>[O:12]1[CH:13]2[CH2:14][C:15](=[CH2:28])[CH:16]=[CH:17][CH:18]([CH:25]([CH3:26])[CH3:27])[CH2:19][C:20](=[O:24])[C:21](=[O:23])[CH:22]12. Reactants: O=C([O-])[O-], CO, CC(C)OC(=O)c1ccc(C#C[Si](C)(C)C)cc1CN(C)C1CC1, [K+], [K+]. Product: C#Cc1ccc(C(=O)OC(C)C)c(CN(C)C2CC2)c1. RXN SMILES: [C:25](=[O:26])([O-:27])[O-:28].[CH3:31][OH:32].[CH:1]([CH3:2])([CH3:3])[O:4][C:5]([c:6]1[c:7]([CH2:18][N:19]([CH3:20])[CH:21]2[CH2:22][CH2:23]2)[cH:8][c:9]([C:12]#[C:13][Si:14]([CH3:15])([CH3:16])[CH3:17])[cH:10][cH:11]1)=[O:24].[K+:29].[K+:30]>>[CH:1]([CH3:2])([CH3:3])[O:4][C:5]([c:6]1[c:7]([CH2:18][N:19]([CH3:20])[CH:21]2[CH2:22][CH2:23]2)[cH:8][c:9]([C:12]#[CH:13])[cH:10][cH:11]1)=[O:24].